From a dataset of the Open Reaction Database (ORD), a public repository of structured organic reaction records. describe an organic reaction: reactants, conditions, products, and yield Starting materials: NN (Hydrazine), OC=C1CCCC2=C(C=NN2C)C1=O (5,6,7,8-tetrahydro-5-hydroxymethylene-1-methyl-4(1H)-cycloheptapyrazolone). Run in CO (methanol). The product is CN1N=CC2=C1CCCC1=C2NN=C1 (4,5,6,7-tetrahydro-7-methyl-1H-cyclohepta[1,2-c:3,4 c']dipyrazole). Yield: 96.0%. RXN SMILES: [NH2:1][NH2:2].O[CH:4]=[C:5]1[C:15](=O)[C:10]2[CH:11]=[N:12][N:13]([CH3:14])[C:9]=2[CH2:8][CH2:7][CH2:6]1>CO>[CH3:14][N:13]1[C:9]2[CH2:8][CH2:7][CH2:6][C:5]3[CH:4]=[N:2][NH:1][C:15]=3[C:10]=2[CH:11]=[N:12]1. Procedure details: Hydrazine (0.5 ml) was added slowly to a warm solution of 3 g of 5,6,7,8-tetrahydro-5-hydroxymethylene-1-methyl-4(1H)-cycloheptapyrazolone in 90 ml of methanol. The reaction was heated at reflux for 30 minutes and the solvent was removed under reduced pressure. The residue was triturated in warm ether to give 4,5,6,7-tetrahydro-7-methyl-1H-cyclohepta[1,2-c:3,4 c']dipyrazole as a tan powder (96% yield) melting at about 153°-155° C.